Task: describe an organic reaction: reactants, conditions, products, and yield. Dataset: the Open Reaction Database (ORD), a public repository of structured organic reaction records Reactants: BrC1=NC=CC=C1F (2-bromo-3-fluoropyridine), ClC1=C(C(=O)OC)C=C(C(=C1)Cl)B1OC(C(O1)(C)C)(C)C (methyl 2,4-dichloro-5-(4,4,5,5-tetramethyl-1,3,2-dioxaborolan-2-yl)benzoate), C([O-])([O-])=O.[K+].[K+] (potassium carbonate). Reagents/catalysts: C=1C=CC(=CC1)[P](C=2C=CC=CC2)(C=3C=CC=CC3)[Pd]([P](C=4C=CC=CC4)(C=5C=CC=CC5)C=6C=CC=CC6)([P](C=7C=CC=CC7)(C=8C=CC=CC8)C=9C=CC=CC9)[P](C=1C=CC=CC1)(C=1C=CC=CC1)C=1C=CC=CC1 (tetrakis(triphenylphosphine)palladium). The solvent is C1CCOC1 (THF), O (water). Product: ClC1=C(C(=O)OC)C=C(C(=C1)Cl)C1=NC=CC=C1F (Methyl 2,4-dichloro-5-(3-fluoropyridin-2-yl)benzoate). RXN SMILES: [Cl:1][C:2]1[CH:11]=[C:10]([Cl:12])[C:9](B2OC(C)(C)C(C)(C)O2)=[CH:8][C:3]=1[C:4]([O:6][CH3:7])=[O:5].C(=O)([O-])[O-].[K+].[K+].Br[C:29]1[C:34]([F:35])=[CH:33][CH:32]=[CH:31][N:30]=1>C1COCC1.O.C1C=CC([P]([Pd]([P](C2C=CC=CC=2)(C2C=CC=CC=2)C2C=CC=CC=2)([P](C2C=CC=CC=2)(C2C=CC=CC=2)C2C=CC=CC=2)[P](C2C=CC=CC=2)(C2C=CC=CC=2)C2C=CC=CC=2)(C2C=CC=CC=2)C2C=CC=CC=2)=CC=1>[Cl:1][C:2]1[CH:11]=[C:10]([Cl:12])[C:9]([C:29]2[C:34]([F:35])=[CH:33][CH:32]=[CH:31][N:30]=2)=[CH:8][C:3]=1[C:4]([O:6][CH3:7])=[O:5] |f:1.2.3,^1:45,47,66,85|. Reported procedure: To a solution of methyl 2,4-dichloro-5-(4,4,5,5-tetramethyl-1,3,2-dioxaborolan-2-yl)benzoate (1.95 mol) in THF (4 L), was added portionwise a solution of potassium carbonate (807 g, 5.85 mol) in water (1.6 L), followed by 2-bromo-3-fluoropyridine (361 g, 2.05 mol) and the mixture degassed with argon. To this mixture was added tetrakis(triphenylphosphine)palladium (56.4 g, 48.8 mmol) and the mixture heated at reflux for 5 h. The mixture was cooled to room temperature and the organic layer separat...